From a dataset of the Open Reaction Database (ORD), a public repository of structured organic reaction records. describe an organic reaction: reactants, conditions, products, and yield The reactants are Teflon, FC(C(=O)[O-])(F)F.ClC1=C(NC(=C1Cl)C)C(=O)NC1CC[NH2+]CC1 (4-{[(3,4-dichloro-5-methyl-1H-pyrrol-2-yl)carbonyl]amino}piperidinium trifluoroacetate), C(=O)([O-])[O-].[K+].[K+] (K2CO3), ClC1=NC(=C(C2=CC=CC=C12)OC)C(=O)OCC (ethyl 1-chloro-4-methoxyisoquinoline-3-carboxylate), FC(C(=O)[O-])(F)F.ClC1=C(NC(=C1Cl)C)C(=O)NC1CC[NH2+]CC1 (4-{[(3,4-dichloro-5-methyl-1H-pyrrol-2-yl)carbonyl]amino}piperidinium trifluoroacetate). Solvent: C(C)(C)(C)O (tert-butanol). Conditions: temperature 170 celsius, time 8 hour. Yields the product ClC1=C(NC(=C1Cl)C)C(=O)NC1CCN(CC1)C1=NC(=C(C2=CC=CC=C12)OC)C(=O)O (1-(4-{[(3,4-Dichloro-5-methyl-1H-pyrrol-2-yl)carbonyl]amino}piperidin-1-yl)-4-methoxyisoquinoline-3-carboxylic acid). The yield is 1.8%. As a reaction SMILES: Cl[C:2]1[C:11]2[C:6](=[CH:7][CH:8]=[CH:9][CH:10]=2)[C:5]([O:12][CH3:13])=[C:4]([C:14]([O:16]CC)=[O:15])[N:3]=1.FC(F)(F)C([O-])=O.[Cl:26][C:27]1[C:31]([Cl:32])=[C:30]([CH3:33])[NH:29][C:28]=1[C:34]([NH:36][CH:37]1[CH2:42][CH2:41][NH2+:40][CH2:39][CH2:38]1)=[O:35].C([O-])([O-])=O.[K+].[K+]>C(O)(C)(C)C>[Cl:26][C:27]1[C:31]([Cl:32])=[C:30]([CH3:33])[NH:29][C:28]=1[C:34]([NH:36][CH:37]1[CH2:42][CH2:41][N:40]([C:2]2[C:11]3[C:6](=[CH:7][CH:8]=[CH:9][CH:10]=3)[C:5]([O:12][CH3:13])=[C:4]([C:14]([OH:16])=[O:15])[N:3]=2)[CH2:39][CH2:38]1)=[O:35] |f:1.2,3.4.5|. Procedure: In a sealed high pressure container with a Teflon lining was combined ethyl 1-chloro-4-methoxyisoquinoline-3-carboxylate (EP 650961 A1; 390 mg, 1.55 mmol), 4-{[(3,4-dichloro-5-methyl-1H-pyrrol-2-yl)carbonyl]amino}piperidinium trifluoroacetate (Intermediate 86; 1.7 g, 4.4 mmol), and K2CO3 (2.2 g) in 20 ml tert-butanol. The container was heated at 170° C. with stirring for 8 hours. The solution was concentrated by rotary evaporation and reconstituted with EtOAc. The organic layer was washed 4× wit...